This data is from the Open Reaction Database (ORD), a public repository of structured organic reaction records. The task is: describe an organic reaction: reactants, conditions, products, and yield The reactants are CCO, CCOC(=O)C1COc2cc(Cl)c(Cl)cc2O1, [Na+], [OH-]. Product: O=C(O)C1COc2cc(Cl)c(Cl)cc2O1. Reaction SMILES: [CH3:20][CH2:21][OH:22].[Cl:1][c:2]1[cH:3][c:4]2[c:5]([cH:15][c:16]1[Cl:17])[O:6][CH:7]([C:10](=[O:11])[O:12][CH2:13][CH3:14])[CH2:8][O:9]2.[Na+:19].[OH-:18]>>[Cl:1][c:2]1[cH:3][c:4]2[c:5]([cH:15][c:16]1[Cl:17])[O:6][CH:7]([C:10](=[O:11])[OH:12])[CH2:8][O:9]2. The reactants are C=C1CCC(CC1)C1=NC=2N(C(=C1)N(COCC[Si](C)(C)C)COCC[Si](C)(C)C)N=CC2 (5-(4-methylenecyclohexyl)-N,N-bis((2-(trimethylsilyl)ethoxy)methyl)pyrazolo[1,5-a]pyrimidin-7-amine), C[N+]1(CCOCC1)[O-] (NMO), CC(=O)C.O.CC#N (Acetone H2O MeCN). Reagents/catalysts: O=[Os](=O)(=O)=O (OsO4). Run at time 8 hour. Product: C[Si](CCOCN(C1=CC(=NC=2N1N=CC2)C2CCC(CC2)(O)CO)COCC[Si](C)(C)C)(C)C (4-(7-(bis((2-(trimethylsilyl)ethoxy)methyl)amino)pyrazolo[1,5-a]pyrimidin-5-yl)-1-(hydroxymethyl)cyclohexanol). As a reaction SMILES: C=C1C[CH2:6][CH:5]([C:8]2[CH:13]=[C:12]([N:14]([CH2:23][O:24][CH2:25][CH2:26][Si:27]([CH3:30])([CH3:29])[CH3:28])[CH2:15][O:16][CH2:17][CH2:18][Si:19]([CH3:22])([CH3:21])[CH3:20])[N:11]3[N:31]=[CH:32][CH:33]=[C:10]3[N:9]=2)[CH2:4]C1.C[N+]1([O-])CC[O:38][CH2:37]C1.[CH3:42][C:43]([CH3:45])=[O:44].O.CC#N>O=[Os](=O)(=O)=O>[CH3:21][Si:19]([CH3:20])([CH3:22])[CH2:18][CH2:17][O:16][CH2:15][N:14]([CH2:23][O:24][CH2:25][CH2:26][Si:27]([CH3:28])([CH3:30])[CH3:29])[C:12]1[N:11]2[N:31]=[CH:32][CH:33]=[C:10]2[N:9]=[C:8]([CH:5]2[CH2:6][CH2:45][C:43]([CH2:37][OH:38])([OH:44])[CH2:42][CH2:4]2)[CH:13]=1 |f:2.3.4|. Procedure: To a slurry of 5-(4-methylenecyclohexyl)-N,N-bis((2-(trimethylsilyl)ethoxy)methyl)pyrazolo[1,5-a]pyrimidin-7-amine (4.89 g, 10.0 mmol) in Acetone/H2O/MeCN (60/20/20) was added NMO (4.15 mL, 20 mmol), followed by OsO4 (2.5 wt. % in tBuOH) (6.27 mL, 0.50 mmol) at rt. The resulting reaction mixture was stirred at rt overnight. Organic solvent were evaporated and the aqueous residue was extracted with EtOAc three times, dried over Na2SO4 and concentrated to afford 4-(7-(bis((2-(trimethylsilyl)ethoxy... Starting materials: FC(C=1C=C(C(=O)OC(C)(C)C)C=CC1CN1CCN(CC1)C)F (t-butyl 3-difluoromethyl-4-(4-methylpiperazin-1-ylmethyl)benzoate), crude product. The solvent is CO (methanol). Product: FC(C=1C=C(C(=O)O)C=CC1CN1CCN(CC1)C)F (3-difluoromethyl-4-(4-methylpiperazin-1-ylmethyl)benzoic acid). RXN SMILES: [F:1][CH:2]([F:24])[C:3]1[CH:4]=[C:5]([CH:13]=[CH:14][C:15]=1[CH2:16][N:17]1[CH2:22][CH2:21][N:20]([CH3:23])[CH2:19][CH2:18]1)[C:6]([O:8]C(C)(C)C)=[O:7]>CO>[F:24][CH:2]([F:1])[C:3]1[CH:4]=[C:5]([CH:13]=[CH:14][C:15]=1[CH2:16][N:17]1[CH2:18][CH2:19][N:20]([CH3:23])[CH2:21][CH2:22]1)[C:6]([OH:8])=[O:7]. Reported procedure: This compound was prepared in the same manner as in Reference Example 1 (step 6), except that t-butyl 3-difluoromethyl-4-(4-methylpiperazin-1-ylmethyl)benzoate obtained in the step 5 was used, and that the resulting crude product was mixed with methanol, insolubles were removed by filtration, the filtrate was distilled off under reduced pressure, and then the residue was crystallized from acetonitrile. Product: N[C@@]1([C@@H](C[C@@H](OC1)COCC1=CC=CC=C1)CO)C1=C(C=CC=C1)F ({(2R,4R,5S)-5-amino-2-[(benzyloxy)methyl]-5-(2-fluorophenyl)tetrahydro-2H-pyran-4-yl}methanol). As a reaction SMILES: [CH2:1]([O:8][CH2:9][C@@H:10]1[O:18][CH2:17][C@:13]2([C:19]3[CH:24]=[CH:23][CH:22]=[CH:21][C:20]=3[F:25])[NH:14][O:15][CH2:16][C@@H:12]2[CH2:11]1)[C:2]1[CH:7]=[CH:6][CH:5]=[CH:4][CH:3]=1.N[C@]1(C2C=CC(F)=CC=2F)[C@H](CO)CCOC1>>[NH2:14][C@@:13]1([C:19]2[CH:24]=[CH:23][CH:22]=[CH:21][C:20]=2[F:25])[CH2:17][O:18][C@@H:10]([CH2:9][O:8][CH2:1][C:2]2[CH:7]=[CH:6][CH:5]=[CH:4][CH:3]=2)[CH2:11][C@H:12]1[CH2:16][OH:15]. Starting materials: C(C1=CC=CC=C1)OC[C@H]1C[C@@H]2[C@@](NOC2)(CO1)C1=C(C=CC=C1)F ((3aR,5R,7aS)-5-[(benzyloxy)methyl]-7a-(2-fluorophenyl)hexahydro-1H-pyrano[3,4-c][1,2]oxazole), N[C@]1(COCC[C@H]1CO)C1=C(C=C(C=C1)F)F ([(3S,4R)-3-amino-3-(2,4-difluorophenyl)tetrahydro-2H-pyran-4-yl]methanol). Procedure: Compound C14 was prepared from (3aR,5R,7aS)-5-[(benzyloxy)methyl]-7a-(2-fluorophenyl)hexahydro-1H-pyrano[3,4-c][1,2]oxazole (C13) according to the general procedure for the synthesis of [(3S,4R)-3-amino-3-(2,4-difluorophenyl)tetrahydro-2H-pyran-4-yl]methanol (C11) in Example 1. The product was used directly in the following step. LCMS m/z 346.2 (M+1). 1H NMR (400 MHz, CDCl3) δ 1.65 (ddd, J=14.0, 4.3, 2.5 Hz, 1H), 2.01-2.14 (m, 1H), 2.32-2.41 (m, 1H), 3.35 (dd, J=11.5, 2.9 Hz, 1H), 3.47-3.61 (m, ... RXN SMILES: C[O:2][C:3](=O)[C:4]1[CH:9]=[C:8]([C:10]#[N:11])[CH:7]=[CH:6][C:5]=1[CH2:12][N:13]([CH2:22][C:23]1[C:28]([Cl:29])=[CH:27][CH:26]=[CH:25][N:24]=1)[CH2:14][C:15]1[C:20]([CH3:21])=[CH:19][CH:18]=[CH:17][N:16]=1.[Li+].[BH4-]>CO>[Cl:29][C:28]1[C:23]([CH2:22][N:13]([CH2:12][C:5]2[CH:6]=[CH:7][C:8]([C:10]#[N:11])=[CH:9][C:4]=2[CH2:3][OH:2])[CH2:14][C:15]2[C:20]([CH3:21])=[CH:19][CH:18]=[CH:17][N:16]=2)=[N:24][CH:25]=[CH:26][CH:27]=1 |f:1.2|. Starting materials: COC(C1=C(C=CC(=C1)C#N)CN(CC1=NC=CC=C1C)CC1=NC=CC=C1Cl)=O (2-{[(3-Chloro-pyridin-2-ylmethyl)-(3-methyl-pyridin-2-ylmethyl)-amino]-methyl}-5-cyano-benzoic acid methyl ester), [Li+].[BH4-] (LiBH4). Procedure details: To a cold (0° C.) solution of 2-{[(3-Chloro-pyridin-2-ylmethyl)-(3-methyl-pyridin-2-ylmethyl)-amino]-methyl}-5-cyano-benzoic acid methyl ester (0.314 g, 0.75 mmol) in MeOH (7 mL) was added LiBH4 (106 mg, 4.89 mmol) and the mixture was allowed to warm to room temperature overnight. The mixture was concentrated and the residue was partitioned between CH2Cl2 (25 mL) and 1.0 N NaOH (10 mL). The phases were separated and the aqueous phase was extracted with CH2Cl2 (3×10 mL). The combined organic extr... Yield: 64.5%. The product is ClC=1C(=NC=CC1)CN(CC1=NC=CC=C1C)CC1=C(C=C(C#N)C=C1)CO (4-{[(3-Chloro-pyridin-2-ylmethyl)-(3-methyl-pyridin-2-ylmethyl)-amino]-methyl}-3-hydroxymethyl-benzonitrile). Run in CO (MeOH). RXN SMILES: [CH3:14][O:15][c:16]1[cH:17][cH:18][c:19]([CH2:20][Cl:21])[cH:22][cH:23]1.[CH3:1][c:2]1[c:3]([N+:9](=[O:10])[O-:11])[c:4](=[O:8])[nH:5][cH:6][cH:7]1.[CH3:24][CH2:25][O:26][C:27](=[O:28])[CH3:29].[H-:13].[Na+:12].[O:30]=[CH:31][N:32]([CH3:33])[CH3:34]>>[CH3:1][c:2]1[c:3]([N+:9](=[O:10])[O-:11])[c:4](=[O:8])[n:5]([CH2:20][c:19]2[cH:18][cH:17][c:16]([O:15][CH3:14])[cH:23][cH:22]2)[cH:6][cH:7]1. Yields the product COc1ccc(Cn2ccc(C)c([N+](=O)[O-])c2=O)cc1. The reactants are COc1ccc(CCl)cc1, Cc1cc[nH]c(=O)c1[N+](=O)[O-], CCOC(C)=O, [H-], [Na+], CN(C)C=O. Starting materials: C(C=C)(=O)Cl (acryloyl chloride), C1(=CC=CC=C1)C (toluene), C(C)(C)(C)N (tert-butylamine), C1(=CC=CC=C1)C (toluene), C1=CC=CC1 (cyclopentadiene). Run in O (water), C(C)(=O)OCC (ethyl acetate). Conditions: temperature 0 celsius, time 1 hour. Yields the product C(C)(C)(C)NC(=O)C1C2C=CC(C1)C2 (N-tert-butylbicyclo[2.2.1]hept-5-ene-2-carboxamide). The yield is 26.8%. Reaction SMILES: [C:1](Cl)(=[O:4])[CH:2]=[CH2:3].[C:6]1([CH3:12])[CH:11]=[CH:10]C=C[CH:7]=1.C1CC=CC=1.[C:18]([NH2:22])([CH3:21])([CH3:20])[CH3:19]>O.C(OCC)(=O)C>[C:18]([NH:22][C:1]([CH:2]1[CH2:12][CH:6]2[CH2:7][CH:3]1[CH:10]=[CH:11]2)=[O:4])([CH3:21])([CH3:20])[CH3:19]. Procedure: A 2 L three-necked flask fitted with a thermometer, a stirrer, a nitrogen inlet tube and a dropping funnel was charged with 217.2 g (2.400 mol) of acryloyl chloride and 520 g of toluene, and the internal temperature was cooled to 0° C. 190.4 g (2.880 mol) of cyclopentadiene was then added dropwise from the dropping funnel over a period of 1 hour. Following completion of the dropwise addition, the resulting mixture was stirred for 1 hour at 0° C., thereby preparing a reaction intermediate solutio... Reactants: ClCC1CN(C=2C=CC3=C(C12)C(=CC=C3)[N+](=O)[O-])C(C(F)(F)F)=O (1-(chloromethyl)-3-(trifluoroacetyl)-9-nitro-1,2-dihydro-3H-benzo[e]indole), C(=O)([O-])[O-].[Cs+].[Cs+] (Cs2CO3), CC(=O)O (AcOH). The solvent is O1CCOCC1 (dioxane), O (water), CO (MeOH). Run at time 10 minute. Product: ClCC1CNC=2C=CC3=C(C12)C(=CC=C3)[N+](=O)[O-] (1-(chloromethyl)-9-nitro-1,2-dihydro-3H-benzo[e]indole). Isolated yield 91.4%. Reaction SMILES: [Cl:1][CH2:2][CH:3]1[C:11]2[C:10]3[C:12]([N+:16]([O-:18])=[O:17])=[CH:13][CH:14]=[CH:15][C:9]=3[CH:8]=[CH:7][C:6]=2[N:5](C(=O)C(F)(F)F)[CH2:4]1.C([O-])([O-])=O.[Cs+].[Cs+].CC(O)=O>O1CCOCC1.O.CO>[Cl:1][CH2:2][CH:3]1[C:11]2[C:10]3[C:12]([N+:16]([O-:18])=[O:17])=[CH:13][CH:14]=[CH:15][C:9]=3[CH:8]=[CH:7][C:6]=2[NH:5][CH2:4]1 |f:1.2.3|. Procedure: A solution of 132 (1.54 g, 4.29 mmol) in dioxane (10 mL) was treated with a solution of Cs2CO3 (3.26 g, 10 mmol) in water (3 mL) and MeOH (7 mL) and the mixture was stirred at room temperature for 10 min. The mixture was treated with AcOH (12 mL), then concentrated under reduced pressure to a small volume and partitioned between water and CHCl2. The organic phase was washed with water (×2), dried, and filtered through a column of silica gel. The resulting oil was crystallised from EtOAc/petroleu... Starting materials: N#Cc1ccc(C=O)cc1, FC(F)(F)c1nnc2ccc(N3CCNCC3)cn12. The product is N#Cc1ccc(CN2CCN(c3ccc4nnc(C(F)(F)F)n4c3)CC2)cc1. RXN SMILES: [CH:20](=[O:21])[c:22]1[cH:23][cH:24][c:25]([C:26]#[N:27])[cH:28][cH:29]1.[N:1]1([c:7]2[cH:8][cH:9][c:10]3[n:11]([cH:12]2)[c:13]([C:16]([F:17])([F:18])[F:19])[n:14][n:15]3)[CH2:2][CH2:3][NH:4][CH2:5][CH2:6]1>>[N:1]1([c:7]2[cH:8][cH:9][c:10]3[n:11]([cH:12]2)[c:13]([C:16]([F:17])([F:18])[F:19])[n:14][n:15]3)[CH2:2][CH2:3][N:4]([CH2:20][c:22]2[cH:23][cH:24][c:25]([C:26]#[N:27])[cH:28][cH:29]2)[CH2:5][CH2:6]1.